This data is from the Open Reaction Database (ORD), a public repository of structured organic reaction records. The task is: describe an organic reaction: reactants, conditions, products, and yield Reactants: CCCCCCCCCCCCCCC(C)C(C)=O, Cl, NN, [Na+], [OH-], O, O, OCCOCCO. Product: CCCCCCCCCCCCCCC(C)CC. RXN SMILES: [CH3:1][CH:2]([C:3]([CH3:4])=[O:5])[CH2:6][CH2:7][CH2:8][CH2:9][CH2:10][CH2:11][CH2:12][CH2:13][CH2:14][CH2:15][CH2:16][CH2:17][CH2:18][CH3:19].[ClH:25].[NH2:21][NH2:22].[Na+:24].[OH-:23].[OH2:20].[OH2:26].[OH:27][CH2:28][CH2:29][O:30][CH2:31][CH2:32][OH:33]>>[CH3:1][CH:2]([CH2:3][CH3:4])[CH2:6][CH2:7][CH2:8][CH2:9][CH2:10][CH2:11][CH2:12][CH2:13][CH2:14][CH2:15][CH2:16][CH2:17][CH2:18][CH3:19].